Dataset: the Open Reaction Database (ORD), a public repository of structured organic reaction records. Task: describe an organic reaction: reactants, conditions, products, and yield Starting materials: C(CC(=O)[O-])(=O)OCCCC1=CC=CC=C1 (phenylpropyl malonate), IC1=C(C=CC=C1)CCBr (2-(2-iodophenyl)ethyl bromide), diethyl phenethyl malonate, ClC1=CC=C(C=C1)C1=CC=CC=C1 (4-chlorobiphenyl). Yields the product IC1=C(C=CC=C1)CCO (2-(2-Iodophenyl)ethanol). As a reaction SMILES: [I:1][C:2]1[CH:7]=[CH:6][CH:5]=[CH:4][C:3]=1[CH2:8][CH2:9]Br.ClC1C=CC(C2C=CC=CC=2)=CC=1.C(OCCCC1C=CC=CC=1)(=O)CC([O-])=[O:27]>>[I:1][C:2]1[CH:7]=[CH:6][CH:5]=[CH:4][C:3]=1[CH2:8][CH2:9][OH:27]. Procedure details: The title compound was synthesized by a sequence similar to that for Example 87 except that 2-(2-iodophenyl)ethyl bromide and commercially available diethyl phenethyl malonate were used in lieu of the 4-chlorobiphenyl and phenylpropyl malonate respectively. The final product was recrystallized from chloroform to give a fluffy, white solid (mp: melts/softens over a broad range starting at 50° C.; the bulk of the sample melts at 189°-190° C.).